This data is from the Open Reaction Database (ORD), a public repository of structured organic reaction records. The task is: describe an organic reaction: reactants, conditions, products, and yield Starting materials: CNC(CC1=CC(=C(C(=C1)OC)OC)OC)=O (N-methyl-3,4,5-trimethoxybenzeneacetamide), [H-].[Al+3].[Li+].[H-].[H-].[H-] (lithium aluminum hydride). Product: CNCCC1=CC(=C(C(=C1)OC)OC)OC (N-Methyl-3,4,5-trimethoxybenzeneethanamine). RXN SMILES: [CH3:1][NH:2][C:3](=O)[CH2:4][C:5]1[CH:10]=[C:9]([O:11][CH3:12])[C:8]([O:13][CH3:14])=[C:7]([O:15][CH3:16])[CH:6]=1.[H-].[Al+3].[Li+].[H-].[H-].[H-]>>[CH3:1][NH:2][CH2:3][CH2:4][C:5]1[CH:6]=[C:7]([O:15][CH3:16])[C:8]([O:13][CH3:14])=[C:9]([O:11][CH3:12])[CH:10]=1 |f:1.2.3.4.5.6|. Reported procedure: In a manner similar to Preparation 5, react N-methyl-3,4,5-trimethoxybenzeneacetamide with lithium aluminum hydride to obtain the title compound. The reactants are C#CCC(C)(C)CCCCOC(C)(C)C, C1CCOC1, CCOP(=O)(Cl)OCC, CC(C)[N-]C(C)C, [Li]CCCC, CC(C)NC(C)C, O=C(C(F)(F)F)C(F)(F)F, [Li+]. Yields the product CC(C)(CC#CC(O)(C(F)(F)F)C(F)(F)F)CCCCOC(C)(C)C. RXN SMILES: [C:30]([CH3:31])([CH3:32])([CH3:33])[O:34][CH2:35][CH2:36][CH2:37][CH2:38][C:39]([CH2:40][C:41]#[CH:42])([CH3:43])[CH3:44].[CH2:55]1[O:56][CH2:57][CH2:58][CH2:59]1.[CH2:6]([O:7][P:8]([Cl:9])([O:10][CH2:11][CH3:12])=[O:13])[CH3:14].[CH3:16][CH:17]([N-:18][CH:19]([CH3:20])[CH3:21])[CH3:22].[CH3:1][CH2:2][CH2:3][CH2:4][Li:5].[CH:23]([NH:24][CH:25]([CH3:26])[CH3:27])([CH3:28])[CH3:29].[F:45][C:46]([C:47](=[O:48])[C:49]([F:50])([F:51])[F:52])([F:53])[F:54].[Li+:15]>>[C:30]([CH3:31])([CH3:32])([CH3:33])[O:34][CH2:35][CH2:36][CH2:37][CH2:38][C:39]([CH2:40][C:41]#[C:42][C:47]([C:46]([F:45])([F:53])[F:54])([OH:48])[C:49]([F:50])([F:51])[F:52])([CH3:43])[CH3:44]. The reactants are BrC=1C(=CC(=C(C1)NC1=NC=C(C(=N1)NC1=C(C=CC=C1)S(=O)(=O)C(C)C)C)OC(C)C)C (N2-(5-Bromo-2-isopropoxy-4-methyl-phenyl)-5-methyl-N4-[2-(propane-2-sulfonyl)-phenyl]-pyrimidine-2,4-diamine), CC1(OB(OC1(C)C)C=1C=NN(C1)CCN1CCOCC1)C (4-{2-[4-(4,4,5,5-Tetramethyl-[1,3,2]dioxaborolan-2-yl)-pyrazol-1-yl]-ethyl}-morpholine), [O-]P(=O)([O-])[O-].[K+].[K+].[K+] (K3PO4), C1(CCCCC1)P(C1CCCCC1)C1CCCCC1 (tricyclohexylphosphine). Reagents/catalysts: C=1C=CC(=CC1)/C=C/C(=O)/C=C/C2=CC=CC=C2.C=1C=CC(=CC1)/C=C/C(=O)/C=C/C2=CC=CC=C2.C=1C=CC(=CC1)/C=C/C(=O)/C=C/C2=CC=CC=C2.[Pd].[Pd] (Pd2(dba)3). Solvent: O1CCOCC1.O (1,4-dioxane H2O). Reaction conditions: temperature 150 celsius. Yields the product C(C)(C)OC1=C(C=C(C(=C1)C)C=1C=NN(C1)CCN1CCOCC1)NC1=NC=C(C(=N1)NC1=C(C=CC=C1)S(=O)(=O)C(C)C)C (N2-{2-Isopropoxy-4-methyl-5-[1-(2-morpholin-4-yl-ethyl)-1H-pyrazol-4-yl]-phenyl}-5-methyl-N4-[2-(propane-2-sulfonyl)-phenyl]-pyrimidine-2,4-diamine). Reaction SMILES: Br[C:2]1[C:3]([CH3:33])=[CH:4][C:5]([O:29][CH:30]([CH3:32])[CH3:31])=[C:6]([NH:8][C:9]2[N:14]=[C:13]([NH:15][C:16]3[CH:21]=[CH:20][CH:19]=[CH:18][C:17]=3[S:22]([CH:25]([CH3:27])[CH3:26])(=[O:24])=[O:23])[C:12]([CH3:28])=[CH:11][N:10]=2)[CH:7]=1.CC1(C)C(C)(C)OB([C:42]2[CH:43]=[N:44][N:45]([CH2:47][CH2:48][N:49]3[CH2:54][CH2:53][O:52][CH2:51][CH2:50]3)[CH:46]=2)O1.[O-]P([O-])([O-])=O.[K+].[K+].[K+].C1(P(C2CCCCC2)C2CCCCC2)CCCCC1>O1CCOCC1.O.C1C=CC(/C=C/C(/C=C/C2C=CC=CC=2)=O)=CC=1.C1C=CC(/C=C/C(/C=C/C2C=CC=CC=2)=O)=CC=1.C1C=CC(/C=C/C(/C=C/C2C=CC=CC=2)=O)=CC=1.[Pd].[Pd]>[CH:30]([O:29][C:5]1[CH:4]=[C:3]([CH3:33])[C:2]([C:42]2[CH:43]=[N:44][N:45]([CH2:47][CH2:48][N:49]3[CH2:54][CH2:53][O:52][CH2:51][CH2:50]3)[CH:46]=2)=[CH:7][C:6]=1[NH:8][C:9]1[N:14]=[C:13]([NH:15][C:16]2[CH:21]=[CH:20][CH:19]=[CH:18][C:17]=2[S:22]([CH:25]([CH3:27])[CH3:26])(=[O:24])=[O:23])[C:12]([CH3:28])=[CH:11][N:10]=1)([CH3:32])[CH3:31] |f:2.3.4.5,7.8,9.10.11.12.13|. Procedure details: A mixture of N2-(5-Bromo-2-isopropoxy-4-methyl-phenyl)-5-methyl-N4-[2-(propane-2-sulfonyl)-phenyl]-pyrimidine-2,4-diamine from the previous step (53 mg, 0.099 mmol), 4-{2-[4-(4,4,5,5-Tetramethyl-[1,3,2]dioxaborolan-2-yl)-pyrazol-1-yl]-ethyl}-morpholine (Boron Molecular, 61 mg 0.20 mmol), K3PO4 (58 mg), Pd2(dba)3 (10 mg), and tricyclohexylphosphine (8 mg) in 1 mL of 1,4-dioxane/H2O (3/1 v/v) is heated in a sealed tube at 150° C. for 20 min under microwave radiation. The reaction mixture is filter... Starting materials: FC1=NC=CC=C1C#C[Si](C)(C)C (2-Fluoro-3-[(trimethylsilyl)ethynyl]pyridine), solution, [F-].C(CCC)[N+](CCCC)(CCCC)CCCC (tetra-n-butylammonium fluoride). Solvent: O1CCCC1 (tetrahydrofuran), O (water), C1CCOC1 (THF). Conditions: time 1 hour. Product: C(#C)C=1C(=NC=CC1)F (3-ethynyl-2-fluoropyridine). Isolated yield 86.2%. RXN SMILES: [F:1][C:2]1[C:7]([C:8]#[C:9][Si](C)(C)C)=[CH:6][CH:5]=[CH:4][N:3]=1.[F-].C([N+](CCCC)(CCCC)CCCC)CCC>O1CCCC1.O>[C:8]([C:7]1[C:2]([F:1])=[N:3][CH:4]=[CH:5][CH:6]=1)#[CH:9] |f:1.2|. Reported procedure: 2-Fluoro-3-[(trimethylsilyl)ethynyl]pyridine (8.8 g, 0.046 mol) was dissolved in a mixture of tetrahydrofuran (20 mL) and water (2 mL). A 1.0 M solution of tetra-n-butylammonium fluoride (12 g, 0.046 mol) in THF (46 ml) was then added dropwise at 0° C., and the reaction mixture was stirred for 1 hour. The reaction was extracted with ethyl acetate, and the combined organic extracts were washed with brine (3×), dried over MgSO4 and concentrated. The crude was purified via column chromatography on ... Starting materials: NC1=CC(=C(C=C1)[N+](=O)[O-])C (1-amino-3-methyl-4-nitrobenzene), ClC1=CC=CC=C1 (chlorobenzene), S(N)(O)(=O)=O (sulphamic acid). Solvent: CN1C(CCC1)=O (1-methylpyrrolid-2-one). The product is NC1=CC(=C(C=C1S(=O)(=O)O)[N+](=O)[O-])C (1-amino-3-methyl-4-nitro-benzene-6 -sulphonic acid), ammonium salt. As a reaction SMILES: [NH2:1][C:2]1[CH:7]=[CH:6][C:5]([N+:8]([O-:10])=[O:9])=[C:4]([CH3:11])[CH:3]=1.ClC1C=CC=CC=1.[S:19](=[O:23])(=[O:22])([OH:21])N>CN1CCCC1=O>[NH2:1][C:2]1[C:7]([S:19]([OH:23])(=[O:22])=[O:21])=[CH:6][C:5]([N+:8]([O-:10])=[O:9])=[C:4]([CH3:11])[CH:3]=1. Reported procedure: 18.3 g of 1-amino-3-methyl-4-nitrobenzene, 120 ml of chlorobenzene, 24 g of sulphamic acid and 12 ml of 1-methylpyrrolid-2-one are warmed to 120°C whilst stirring. The reaction mixture is stirred for 8 hours at this temperature. After cooling, the reaction mixture is filtered and the residue is washed with trichloroethylene and recrystallised from 200 ml of water. The crystals which have precipitated are filtered off, suspended in 100 ml of trichloroethylene, stirred for one hour at 75°C, separa...